This data is from the Open Reaction Database (ORD), a public repository of structured organic reaction records. The task is: describe an organic reaction: reactants, conditions, products, and yield The reactants are FC(C(=O)O)(F)F (Trifluoroacetic acid), COC1=CC=C(C=C1)S(=O)(=O)N1N(CC=C(C=C1)S(=O)(=O)C1=CC=C(C=C1)OC)C(=O)OC(C)(C)C (t-butyl 1,5-di-[(4-methoxyphenyl)sulfonyl]-diazepine-2-carboxylate), FC(C(=O)O)(F)F (trifluroacetic acid). Solvent: C(Cl)Cl (methylene chloride). Conditions: temperature 0 celsius, time 3 hour. Product: COC1=CC=C(C=C1)S(=O)(=O)N1N(CC=C(C=C1)S(=O)(=O)C1=CC=C(C=C1)OC)C(=O)O (1,5-Di-[(4methoxyphenyl)sulfonyl]-diazepine-2-carboxylic acid). Reaction SMILES: [CH3:1][O:2][C:3]1[CH:8]=[CH:7][C:6]([S:9]([N:12]2[CH:18]=[CH:17][C:16]([S:19]([C:22]3[CH:27]=[CH:26][C:25]([O:28][CH3:29])=[CH:24][CH:23]=3)(=[O:21])=[O:20])=[CH:15][CH2:14][N:13]2[C:30]([O:32]C(C)(C)C)=[O:31])(=[O:11])=[O:10])=[CH:5][CH:4]=1.FC(F)(F)C(O)=O>C(Cl)Cl>[CH3:1][O:2][C:3]1[CH:8]=[CH:7][C:6]([S:9]([N:12]2[CH:18]=[CH:17][C:16]([S:19]([C:22]3[CH:27]=[CH:26][C:25]([O:28][CH3:29])=[CH:24][CH:23]=3)(=[O:21])=[O:20])=[CH:15][CH2:14][N:13]2[C:30]([OH:32])=[O:31])(=[O:11])=[O:10])=[CH:5][CH:4]=1. Reported procedure: The t-butyl 1,5-di-[(4-methoxyphenyl)sulfonyl]-diazepine-2-carboxylate (0.45 g, 0.8 mmol) is dissolved in methylene chloride (1.5 mL) and cooled down in an ice bath. Trifluoroacetic acid (1.5 mL, 19.0 mmol) is added and the resulting solution is stirred at 0° C. for 3 hours. The reaction mixture is warmed to room temperature and an additional 1 mL of trifluroacetic acid is added. The resulting solution is stirred for an additional hour and the mixture is concentrated under reduced pressure. The ... Starting materials: CCO, CC(C)CC1(C(CN=[N+]=[N-])C(=O)OC(C)(C)C)CCN(CCc2ccccc2)C1=O. Product: CC(C)CC1(C(CN)C(=O)OC(C)(C)C)CCN(CCc2ccccc2)C1=O. As a reaction SMILES: [CH3:31][CH2:32][OH:33].[N:1](=[N+:2]=[N-:3])[CH2:4][CH:5]([C:6](=[O:7])[O:8][C:9]([CH3:10])([CH3:11])[CH3:12])[C:13]1([CH2:27][CH:28]([CH3:29])[CH3:30])[C:14](=[O:26])[N:15]([CH2:18][CH2:19][c:20]2[cH:21][cH:22][cH:23][cH:24][cH:25]2)[CH2:16][CH2:17]1>>[NH2:1][CH2:4][CH:5]([C:6](=[O:7])[O:8][C:9]([CH3:10])([CH3:11])[CH3:12])[C:13]1([CH2:27][CH:28]([CH3:29])[CH3:30])[C:14](=[O:26])[N:15]([CH2:18][CH2:19][c:20]2[cH:21][cH:22][cH:23][cH:24][cH:25]2)[CH2:16][CH2:17]1. Reactants: solution, C[O-].[Na+] (sodium methoxide), IC=1C(=CC=2C(CCC(C2C1)(C)C)(C)C)OCC(=O)C1=CC(=CS1)C(=O)OC (methyl 5-[(3-iodo-5,5,8,8-tetramethyl-5,6,7,8-tetrahydro-naphthalen-2-yloxy)-acetyl]-3-thiophenecarboxylate), [Br-].CP(C1=CC=CC=C1)(C1=CC=CC=C1)C1=CC=CC=C1 (methyltriphenylphosphine bromide). Run in CO (methanol), C1CCOC1 (THF). The product is IC=1C(=CC=2C(CCC(C2C1)(C)C)(C)C)OCC(=C)C1=CC(=CS1)C(=O)OC (methyl 5-[1-(3-iodo-5,5,8,8-tetramethyl-5,6,7,8-tetrahydronaphthalen-2-yloxymethyl)-vinyl]-3-thiophenecarboxylate). RXN SMILES: C[O-].[Na+].[I:4][C:5]1[C:6]([O:19][CH2:20][C:21]([C:23]2[S:27][CH:26]=[C:25]([C:28]([O:30][CH3:31])=[O:29])[CH:24]=2)=O)=[CH:7][C:8]2[C:9]([CH3:18])([CH3:17])[CH2:10][CH2:11][C:12]([CH3:16])([CH3:15])[C:13]=2[CH:14]=1.[Br-].[CH3:33]P(C1C=CC=CC=1)(C1C=CC=CC=1)C1C=CC=CC=1>CO.C1COCC1>[I:4][C:5]1[C:6]([O:19][CH2:20][C:21]([C:23]2[S:27][CH:26]=[C:25]([C:28]([O:30][CH3:31])=[O:29])[CH:24]=2)=[CH2:33])=[CH:7][C:8]2[C:9]([CH3:17])([CH3:18])[CH2:10][CH2:11][C:12]([CH3:16])([CH3:15])[C:13]=2[CH:14]=1 |f:0.1,3.4|. Procedure details: A 30% solution of sodium methoxide in methanol (1.68 ml) was added over 8 hours to a mixture of methyl 5-[(3-iodo-5,5,8,8-tetramethyl-5,6,7,8-tetrahydro-naphthalen-2-yloxy)-acetyl]-3-thiophenecarboxylate (4.1 g, 8 mmol) and methyltriphenylphosphine bromide (3.8 g, 10.8 mmol) in THF (50 ml). Starting materials: C(C)(C)(C)OC(=O)N(C(C1=C(C=CC(=C1)N1S(CCC1)(=O)=O)C(=O)N1CCN(CC1)C1=NC=C(C=C1C)C1CC1)=O)C(=O)OC(C)(C)C (N,N-di-tert-butyloxycarbonyl-2-[4-(5-cyclopropyl-3-methylpyridin-2-yl)piperazine-1-carbonyl]-5-(1,1-dioxo-1λ6-isothiazolidin-2-yl)benzamide), N1CCOCC1 (morpholine). Yields the product C1(CC1)C=1C=C(C(=NC1)N1CCN(CC1)C(=O)C1=C(C=C(C=C1)N1S(CCC1)(=O)=O)C(=O)N1CCOCC1)C ([4-(5-cyclopropyl-3-methylpyridin-2-yl)piperazin-1-yl][4-(1,1-dioxo-1λ6-isothiazolidin-2-yl)-2-(morpholine-4-carbonyl)phenyl]methanone). Reaction SMILES: C(O[C:6]([N:8](C(OC(C)(C)C)=O)[C:9](=[O:41])[C:10]1[CH:15]=[C:14]([N:16]2[CH2:20][CH2:19][CH2:18][S:17]2(=[O:22])=[O:21])[CH:13]=[CH:12][C:11]=1[C:23]([N:25]1[CH2:30][CH2:29][N:28]([C:31]2[C:36]([CH3:37])=[CH:35][C:34]([CH:38]3[CH2:40][CH2:39]3)=[CH:33][N:32]=2)[CH2:27][CH2:26]1)=[O:24])=O)(C)(C)C.N1C[CH2:53][O:52][CH2:51][CH2:50]1>>[CH:38]1([C:34]2[CH:35]=[C:36]([CH3:37])[C:31]([N:28]3[CH2:29][CH2:30][N:25]([C:23]([C:11]4[CH:12]=[CH:13][C:14]([N:16]5[CH2:20][CH2:19][CH2:18][S:17]5(=[O:22])=[O:21])=[CH:15][C:10]=4[C:9]([N:8]4[CH2:50][CH2:51][O:52][CH2:53][CH2:6]4)=[O:41])=[O:24])[CH2:26][CH2:27]3)=[N:32][CH:33]=2)[CH2:40][CH2:39]1. Reported procedure: Using N,N-di-tert-butyloxycarbonyl-2-[4-(5-cyclopropyl-3-methylpyridin-2-yl)piperazine-1-carbonyl]-5-(1,1-dioxo-1λ6-isothiazolidin-2-yl)benzamide (155 mg) described in Example 805 and morpholine (24 μL) and by the reaction and treatment in the same manner as in Example 770, the title compound (36 mg) was obtained. Starting materials: [OH-].[Li+] (lithium hydroxide), FC=1C=C(C=C(C1)F)[C@@H]1CN(C2(C(N1CC(=O)OC)=O)COCCOC2)C ((R)-methyl 2-(3-(3,5-difluorophenyl)-1-methyl-5-oxo-8,11-dioxa-1,4-diazaspiro[5.6]dodecan-4-yl)acetate). The solvent is C1CCOC1 (THF), O (water). Reaction conditions: time 2 hour. Yields the product FC=1C=C(C=C(C1)F)[C@@H]1CN(C2(C(N1CC(=O)O)=O)COCCOC2)C ((R)-2-(3-(3,5-difluorophenyl)-1-methyl-5-oxo-8,11-dioxa-1,4-diazaspiro[5.6]dodecan-4-yl)-ethanoic acid). RXN SMILES: [OH-].[Li+].[F:3][C:4]1[CH:5]=[C:6]([C@H:11]2[N:16]([CH2:17][C:18]([O:20]C)=[O:19])[C:15](=[O:22])[C:14]3([CH2:28][O:27][CH2:26][CH2:25][O:24][CH2:23]3)[N:13]([CH3:29])[CH2:12]2)[CH:7]=[C:8]([F:10])[CH:9]=1>C1COCC1.O>[F:10][C:8]1[CH:7]=[C:6]([C@H:11]2[N:16]([CH2:17][C:18]([OH:20])=[O:19])[C:15](=[O:22])[C:14]3([CH2:28][O:27][CH2:26][CH2:25][O:24][CH2:23]3)[N:13]([CH3:29])[CH2:12]2)[CH:5]=[C:4]([F:3])[CH:9]=1 |f:0.1|. Procedure: 7.2 mg (0.30 mmol) lithium hydroxide were added to 75 mg (0.20 mmol) (R)-methyl 2-(3-(3,5-difluorophenyl)-1-methyl-5-oxo-8,11-dioxa-1,4-diazaspiro[5.6]dodecan-4-yl)acetate in 5 ml THF and 1 ml of water. The reaction mixture was stirred for 2 h at RT and then MeOH was distilled off. The residue was made neutral with a 0.1M hydrochloric acid solution and evaporated to dryness. The reactants are Cl, NCCc1ccc(N)c(OCc2ccccc2)c1. Yields the product NCCc1ccc(N)c(O)c1. Reaction SMILES: [ClH:19].[NH2:1][c:2]1[c:3]([O:11][CH2:12][c:13]2[cH:14][cH:15][cH:16][cH:17][cH:18]2)[cH:4][c:5]([CH2:8][CH2:9][NH2:10])[cH:6][cH:7]1>>[NH2:1][c:2]1[c:3]([OH:11])[cH:4][c:5]([CH2:8][CH2:9][NH2:10])[cH:6][cH:7]1. The reactants are O (water), ClC(=O)OCC(CCCCCCCC)CCCCCC (2-Hexyldecyl chloroformate), C([O-])([O-])=O.[K+].[K+] (potassium carbonate), N1N=CN=C1 (1,2,4-triazole). Solvent: CC(=O)C (acetone). Conditions: time 16 hour. Product: C(CCCCC)C(COC(=O)N1N=CN=C1)CCCCCCCC (1-(2'-hexyldecyloxycarbonyl)-1,2,4-triazole). The yield is 67.4%. RXN SMILES: Cl[C:2]([O:4][CH2:5][CH:6]([CH2:15][CH2:16][CH2:17][CH2:18][CH2:19][CH3:20])[CH2:7][CH2:8][CH2:9][CH2:10][CH2:11][CH2:12][CH2:13][CH3:14])=[O:3].C(=O)([O-])[O-].[K+].[K+].[NH:27]1[CH:31]=[N:30][CH:29]=[N:28]1.O>CC(C)=O>[CH2:15]([CH:6]([CH2:7][CH2:8][CH2:9][CH2:10][CH2:11][CH2:12][CH2:13][CH3:14])[CH2:5][O:4][C:2]([N:27]1[CH:31]=[N:30][CH:29]=[N:28]1)=[O:3])[CH2:16][CH2:17][CH2:18][CH2:19][CH3:20] |f:1.2.3|. Procedure details: 2-Hexyldecyl chloroformate (90 g) was added during 30 minutes to a stirred suspension of potassium carbonate (41 g), and 1,2,4-triazole (21 g) in acetone (350 ml). During addition the temperature of the reaction mixture rose from ambient (22°) to 40°. The mixture was stirred for 16 hours and then poured into water (750 ml) and extracted with toluene. The toluene solution was distilled giving 1-(2'-hexyldecyloxycarbonyl)-1,2,4-triazole (67.1 g), b.p. 165°-175° at 0.4 mm of mercury. Reactants: FC(=CCCCCCCCCC=C)F (1,1-difluoro-1,11-dodecadiene), B.O1CCCC1 (borane tetrahydrofuran), [OH-].[Na+] (sodium hydroxide), OO (hydrogen peroxide). Run at temperature 0 celsius, time 30 minute. The product is FC(=CCCCCCCCCCCO)F (12,12-difluoro-11-dodecen-1-ol). Yield: 67.2%. As a reaction SMILES: [F:1][C:2]([F:14])=[CH:3][CH2:4][CH2:5][CH2:6][CH2:7][CH2:8][CH2:9][CH2:10][CH2:11][CH:12]=[CH2:13].B.[O:16]1CCCC1.[OH-].[Na+].OO>>[F:1][C:2]([F:14])=[CH:3][CH2:4][CH2:5][CH2:6][CH2:7][CH2:8][CH2:9][CH2:10][CH2:11][CH2:12][CH2:13][OH:16] |f:1.2,3.4|. Procedure: Three grams (0.o15 mole) of 1,1-difluoro-1,11-dodecadiene (prepared in Example 3, Step B) was stirred while being cooled to 0° C. After this time 5 ml (0.005 mole) of borane-tetrahydrofuran complex (1 Molar in tetrahydrofuran) was added dropwise. Upon completion of addition, the reaction mixture was stirred for 30 minutes, and then, in turn, 5 ml of aqueous 3 Normal sodium hydroxide and 5 ml of aqueous 30% hydrogen peroxide were added dropwise. Upon completion of addition, the reaction mixture w...